From a dataset of the Open Reaction Database (ORD), a public repository of structured organic reaction records. describe an organic reaction: reactants, conditions, products, and yield Reactants: CCC(C=O)NC(c1ccccc1)(c1ccccc1)c1ccccc1, [Li]C, CCOCC, O. The product is CCC(NC(c1ccccc1)(c1ccccc1)c1ccccc1)C(C)O. Reaction SMILES: [C:1]([c:2]1[cH:3][cH:4][cH:5][cH:6][cH:7]1)([c:8]1[cH:9][cH:10][cH:11][cH:12][cH:13]1)([c:14]1[cH:15][cH:16][cH:17][cH:18][cH:19]1)[NH:20][CH:21]([CH:22]=[O:23])[CH2:24][CH3:25].[CH3:26][Li:27].[CH3:29][CH2:30][O:31][CH2:32][CH3:33].[OH2:28]>>[C:1]([c:2]1[cH:3][cH:4][cH:5][cH:6][cH:7]1)([c:8]1[cH:9][cH:10][cH:11][cH:12][cH:13]1)([c:14]1[cH:15][cH:16][cH:17][cH:18][cH:19]1)[NH:20][CH:21]([CH:22]([OH:23])[CH3:26])[CH2:24][CH3:25]. Starting materials: CCCC(=O)Cl, ClCCl, Fc1cc2nc(COc3ccccc3)n(Cc3ccc(OC(F)(F)F)cc3)c2cc1N1CCNCC1. The product is CCCC(=O)N1CCN(c2cc3c(cc2F)nc(COc2ccccc2)n3Cc2ccc(OC(F)(F)F)cc2)CC1. Reaction SMILES: [C:37]([CH2:38][CH2:39][CH3:40])(=[O:41])[Cl:42].[Cl:43][CH2:44][Cl:45].[F:1][c:2]1[cH:3][c:4]2[c:5]([n:6]([CH2:17][c:18]3[cH:19][cH:20][c:21]([O:24][C:25]([F:26])([F:27])[F:28])[cH:22][cH:23]3)[c:7]([CH2:9][O:10][c:11]3[cH:12][cH:13][cH:14][cH:15][cH:16]3)[n:8]2)[cH:29][c:30]1[N:31]1[CH2:32][CH2:33][NH:34][CH2:35][CH2:36]1>>[F:1][c:2]1[cH:3][c:4]2[c:5]([n:6]([CH2:17][c:18]3[cH:19][cH:20][c:21]([O:24][C:25]([F:26])([F:27])[F:28])[cH:22][cH:23]3)[c:7]([CH2:9][O:10][c:11]3[cH:12][cH:13][cH:14][cH:15][cH:16]3)[n:8]2)[cH:29][c:30]1[N:31]1[CH2:32][CH2:33][N:34]([C:37]([CH2:38][CH2:39][CH3:40])=[O:41])[CH2:35][CH2:36]1. Starting materials: O(C1=CC=CC=C1)P(=O)(OC1=CC=CC=C1)OC=1[C@@H]([C@@H]2N(C1C(=O)OCC1=CC=C(C=C1)[N+](=O)[O-])C([C@@H]2[C@@H](C)O)=O)C (p-nitrobenzyl (1R,5S,6S)-2-diphenoxyphosphoryloxy-6-[(R)-1-hydroxyethyl]-1-methyl-1-carbapen-2-em-3-carboxylate), S[C@H]1C[C@H](N(C1)C(=O)OCC1=CC=C(C=C1)[N+](=O)[O-])C1CC(N1C)=O ((2S,4S)-4-mercapto-2-(N-methyl-2-azetidinon-4-yl)-N-(p-nitrobenzyloxycarbonyl)pyrrolidine). Yields the product O[C@H](C)[C@@H]1[C@@H]2N(C(=C([C@@H]2C)S[C@H]2C[C@H](N(C2)C(=O)OCC2=CC=C(C=C2)[N+](=O)[O-])C2CC(N2C)=O)C(=O)OCC2=CC=C(C=C2)[N+](=O)[O-])C1=O (p-nitrobenzyl (1R,5S,6S)-6-[(R)-1-hydroxyethyl]-1-methyl-2-[(2S,4S)-2-(N-methyl-2-azetidinon-4-yl)-N-(p-nitrobenzyloxycarbonyl)pyrrolidin-4-ylthio]-1-carbapen-2-em-3-carboxylate). The yield is 83.1%. Reaction SMILES: O(P(O[C:18]1[C@H:19]([CH3:42])[C@H:20]2[C@@H:37]([C@H:38]([OH:40])[CH3:39])[C:36](=[O:41])[N:21]2[C:22]=1[C:23]([O:25][CH2:26][C:27]1[CH:32]=[CH:31][C:30]([N+:33]([O-:35])=[O:34])=[CH:29][CH:28]=1)=[O:24])(OC1C=CC=CC=1)=O)C1C=CC=CC=1.[SH:43][C@@H:44]1[CH2:48][N:47]([C:49]([O:51][CH2:52][C:53]2[CH:58]=[CH:57][C:56]([N+:59]([O-:61])=[O:60])=[CH:55][CH:54]=2)=[O:50])[C@H:46]([CH:62]2[N:65]([CH3:66])[C:64](=[O:67])[CH2:63]2)[CH2:45]1>>[OH:40][C@@H:38]([C@H:37]1[C:36](=[O:41])[N:21]2[C:22]([C:23]([O:25][CH2:26][C:27]3[CH:28]=[CH:29][C:30]([N+:33]([O-:35])=[O:34])=[CH:31][CH:32]=3)=[O:24])=[C:18]([S:43][C@@H:44]3[CH2:48][N:47]([C:49]([O:51][CH2:52][C:53]4[CH:54]=[CH:55][C:56]([N+:59]([O-:61])=[O:60])=[CH:57][CH:58]=4)=[O:50])[C@H:46]([CH:62]4[N:65]([CH3:66])[C:64](=[O:67])[CH2:63]4)[CH2:45]3)[C@H:19]([CH3:42])[C@H:20]12)[CH3:39]. Procedure: The same procedure as in Example 1-1 was carried out by using p-nitrobenzyl (1R,5S,6S)-2-diphenoxyphosphoryloxy-6-[(R)-1-hydroxyethyl]-1-methyl-1-carbapen-2-em-3-carboxylate (240 mg, 0.40 mmol) and (2S,4S)-4-mercapto-2-(N-methyl-2-azetidinon-4-yl)-N-(p-nitrobenzyloxycarbonyl)pyrrolidine (149 mg, 0.41 mmol) to obtain p-nitrobenzyl (1R,5S,6S)-6-[(R)-1-hydroxyethyl]-1-methyl-2-[(2S,4S)-2-(N-methyl-2-azetidinon-4-yl)-N-(p-nitrobenzyloxycarbonyl)pyrrolidin-4-ylthio]-1-carbapen-2-em-3-carboxylate (236...